Dataset: the Open Reaction Database (ORD), a public repository of structured organic reaction records. Task: describe an organic reaction: reactants, conditions, products, and yield Reactants: ICCC(C(C(C(F)(F)F)(F)F)(F)F)(F)F (1-Iodo-3,3,4,4,5,5,6,6,6-nonafluorohexane), [C-]#N.[Na+] (sodium cyanide), CS(=O)C (dimethyl sulfoxide), O (Water). Product: FC(CCCC#N)(C(C(C(F)(F)F)(F)F)(F)F)F (4,4,5,5,6,6,7,7,7-nonafluoroheptanecarbonitrile). Isolated yield 66.0%. As a reaction SMILES: I[CH2:2][CH2:3][C:4]([F:16])([F:15])[C:5]([F:14])([F:13])[C:6]([F:12])([F:11])[C:7]([F:10])([F:9])[F:8].[C-:17]#[N:18].[Na+].O.[CH3:21]S(C)=O>>[F:15][C:4]([F:16])([C:5]([F:14])([F:13])[C:6]([F:12])([F:11])[C:7]([F:10])([F:9])[F:8])[CH2:3][CH2:2][CH2:21][C:17]#[N:18] |f:1.2|. Reported procedure: 1-Iodo-3,3,4,4,5,5,6,6,6-nonafluorohexane (10.0 g, 26.2 mmol) and sodium cyanide (3.85 g, 78.6 mmol) were stirred in dimethyl sulfoxide (50 ml) for 30 minutes at 60° C. Water was added to the reaction mixture, which was then extracted with ether. The resulting organic layer was washed with water and saturated aqueous sodium chloride, and then dried over anhydrous magnesium sulfate. The solvent was distilled off to give 4,4,5,5,6,6,7,7,7-nonafluoroheptanecarbonitrile (4.7 g, Yield 66%) as a brown...